From a dataset of the Open Reaction Database (ORD), a public repository of structured organic reaction records. describe an organic reaction: reactants, conditions, products, and yield The reactants are Cl.Cl.ClC1=C(C=CC=C1)NC1CCNCC1 ((2-chloro-phenyl)-piperidin-4-yl-amine dihydrochloride), C1(=CC=C(C=C1)C(=O)NCC(=O)O)C1=CC=CC=C1 ([(biphenyl-4-carbonyl)-amino]-acetic acid), CCN(C(C)C)C(C)C (DIPEA), C=1C=CC2=C(C1)N=NN2O (HOBt), CCN=C=NCCCN(C)C.Cl (EDCI.HCl). Solvent: CN(C)C=O (DMF), O (water). Run at time 8 hour. Yields the product ClC1=C(C=CC=C1)NC1CCN(CC1)C(CNC(=O)C1=CC=C(C=C1)C1=CC=CC=C1)=O (biphenyl-4-carboxylic acid {2-[4-(2-chloro-phenylamino)-piperidin-1-yl]-2-oxo-ethyl}-amide). Yield: 48.8%. Reaction SMILES: [C:1]1([C:14]2[CH:19]=[CH:18][CH:17]=[CH:16][CH:15]=2)[CH:6]=[CH:5][C:4]([C:7]([NH:9][CH2:10][C:11]([OH:13])=O)=[O:8])=[CH:3][CH:2]=1.CCN(C(C)C)C(C)C.C1C=CC2N(O)N=NC=2C=1.CCN=C=NCCCN(C)C.Cl.Cl.Cl.[Cl:53][C:54]1[CH:59]=[CH:58][CH:57]=[CH:56][C:55]=1[NH:60][CH:61]1[CH2:66][CH2:65][NH:64][CH2:63][CH2:62]1>CN(C=O)C.O>[Cl:53][C:54]1[CH:59]=[CH:58][CH:57]=[CH:56][C:55]=1[NH:60][CH:61]1[CH2:66][CH2:65][N:64]([C:11](=[O:13])[CH2:10][NH:9][C:7]([C:4]2[CH:3]=[CH:2][C:1]([C:14]3[CH:19]=[CH:18][CH:17]=[CH:16][CH:15]=3)=[CH:6][CH:5]=2)=[O:8])[CH2:63][CH2:62]1 |f:3.4,5.6.7|. Procedure: To a stirred solution of [(biphenyl-4-carbonyl)-amino]-acetic acid (0.134 g, 0.00053 mol) in DMF (2 mL) was added DIPEA (0.185 g, 0.00143 mol), HOBt (0.0646 g, 0.00048 mol) and EDCI.HCl (0.1098 g, 0.00057 mol) at ambient temperature. After 2 minutes (2-chloro-phenyl)-piperidin-4-yl-amine dihydrochloride (0.118 g, 0.00048 mol) was added and the resulting mixture was stirred at the same temperature overnight. The reaction mixture was then diluted with cold water and the resulting precipitate was i... The product is Nc1ccc2c(c1)CC(N1CCOCC1)C2. Starting materials: CO, ClCCl, O=[N+]([O-])c1ccc2c(c1)CC(N1CCOCC1)C2. RXN SMILES: [CH3:22][OH:23].[Cl:19][CH2:20][Cl:21].[N+:1]([O-:2])(=[O:3])[c:4]1[cH:5][c:6]2[c:10]([cH:11][cH:12]1)[CH2:9][CH:8]([N:13]1[CH2:14][CH2:15][O:16][CH2:17][CH2:18]1)[CH2:7]2>>[NH2:1][c:4]1[cH:5][c:6]2[c:10]([cH:11][cH:12]1)[CH2:9][CH:8]([N:13]1[CH2:14][CH2:15][O:16][CH2:17][CH2:18]1)[CH2:7]2. Reactants: C(C)OC(=O)C=1N(C2=CC=C(C=C2C1)CC(C)=O)CC1=CC=C(C=C1)[N+](=O)[O-] (1-(4-nitro-benzyl)-5-(2-oxo-propyl)-1H-indole-2-carboxylic acid ethyl ester), C(CO)O (ethylene glycol), O.C1(=CC=C(C=C1)S(=O)(=O)O)C (p-toluenesulfonic acid monohydrate). Run in C1(=CC=CC=C1)C (toluene), C(C)(=O)OCC (ethyl acetate). Product: C(C)OC(=O)C=1N(C2=CC=C(C=C2C1)CC1(OCCO1)C)CC1=CC=C(C=C1)[N+](=O)[O-] (5-(2-Methyl-[1,3]dioxolan-2-ylmethyl)-1-(4-nitro-benzyl)-1H-indole-2-carboxylic Acid Ethyl Ester). As a reaction SMILES: [CH2:1]([O:3][C:4]([C:6]1[N:7]([CH2:19][C:20]2[CH:25]=[CH:24][C:23]([N+:26]([O-:28])=[O:27])=[CH:22][CH:21]=2)[C:8]2[C:13]([CH:14]=1)=[CH:12][C:11]([CH2:15][C:16](=[O:18])[CH3:17])=[CH:10][CH:9]=2)=[O:5])[CH3:2].[CH2:29](O)[CH2:30][OH:31].O.C1(C)C=CC(S(O)(=O)=O)=CC=1>C1(C)C=CC=CC=1.C(OCC)(=O)C>[CH2:1]([O:3][C:4]([C:6]1[N:7]([CH2:19][C:20]2[CH:21]=[CH:22][C:23]([N+:26]([O-:28])=[O:27])=[CH:24][CH:25]=2)[C:8]2[C:13]([CH:14]=1)=[CH:12][C:11]([CH2:15][C:16]1([CH3:17])[O:31][CH2:30][CH2:29][O:18]1)=[CH:10][CH:9]=2)=[O:5])[CH3:2] |f:2.3|. Reported procedure: A solution of 1-(4-nitro-benzyl)-5-(2-oxo-propyl)-1H-indole-2-carboxylic acid ethyl ester (1.91 g, 5.03 mmol), ethylene glycol (406 mg, 0.365 ml, 6.54 mmol), and p-toluenesulfonic acid monohydrate (110 mg, 0.58 mmol) in toluene (50 ml) was heated to about 150° C. under a Dean-Stark trap under nitrogen for two hours. The solution was cooled, diluted with ethyl acetate, washed with dilute sodium bicarbonate and brine, dried over sodium sulfate, filtered, and dried under reduced pressure to give th... Starting materials: CO, O=C(OCc1ccccc1)C1CCCCN(c2ccc(F)cc2)C1=O. Yields the product O=C(O)C1CCCCN(c2ccc(F)cc2)C1=O. RXN SMILES: [CH3:26][OH:27].[F:1][c:2]1[cH:3][cH:4][c:5]([N:8]2[C:9](=[O:25])[CH:10]([C:15](=[O:16])[O:17][CH2:18][c:19]3[cH:20][cH:21][cH:22][cH:23][cH:24]3)[CH2:11][CH2:12][CH2:13][CH2:14]2)[cH:6][cH:7]1>>[F:1][c:2]1[cH:3][cH:4][c:5]([N:8]2[C:9](=[O:25])[CH:10]([C:15](=[O:16])[OH:17])[CH2:11][CH2:12][CH2:13][CH2:14]2)[cH:6][cH:7]1. Starting materials: COC(=O)C1CCN(S(=O)(=O)c2ccc3c(c2)nc(C(C)(C)C)n3CC2CCOCC2)C1, CO, [Na+], [OH-], O. Product: CC(C)(C)c1nc2cc(S(=O)(=O)N3CCC(C(=O)O)C3)ccc2n1CC1CCOCC1. RXN SMILES: [C:3]([CH3:4])([CH3:5])([CH3:6])[c:7]1[n:8][c:9]2[c:10]([n:11]1[CH2:12][CH:13]1[CH2:14][CH2:15][O:16][CH2:17][CH2:18]1)[cH:19][cH:20][c:21]([S:23](=[O:24])(=[O:25])[N:26]1[CH2:27][CH:28]([C:31](=[O:32])[O:33][CH3:34])[CH2:29][CH2:30]1)[cH:22]2.[CH3:35][OH:36].[Na+:2].[OH-:1].[OH2:37]>>[C:3]([CH3:4])([CH3:5])([CH3:6])[c:7]1[n:8][c:9]2[c:10]([n:11]1[CH2:12][CH:13]1[CH2:14][CH2:15][O:16][CH2:17][CH2:18]1)[cH:19][cH:20][c:21]([S:23](=[O:24])(=[O:25])[N:26]1[CH2:27][CH:28]([C:31](=[O:32])[OH:33])[CH2:29][CH2:30]1)[cH:22]2.